This data is from the Open Reaction Database (ORD), a public repository of structured organic reaction records. The task is: describe an organic reaction: reactants, conditions, products, and yield The reactants are FC1=CC=CC=2N(C(=NC21)C(=O)N([C@@H]2CN(C[C@@H](C2)C(=O)N2CCOCC2)C(=O)OC(C)(C)C)CC(C)C)CCCCOC (tert-Butyl (3S,5R)-3-{{{4-fluoro-1-(4-methoxybutyl)-1H-benzimidazol-2-yl}carbonyl}(2-methylpropyl)amino}-5-(morpholin-4-ylcarbonyl)piperidine-1-carboxylate), C(C)(=O)OCC.Cl (hydrogen chloride-ethyl acetate). Reaction conditions: time 30 minute. The product is Cl.Cl.FC1=CC=CC=2N(C(=NC21)C(=O)N([C@@H]2CNC[C@@H](C2)C(=O)N2CCOCC2)CC(C)C)CCCCOC (4-fluoro-1-(4-methoxybutyl)-N-(2-methylpropyl)-N-{(3S,5R)-5-(morpholin-4-ylcarbonyl)piperidin-3-yl}-1H-benzimidazole-2-carboxamide dihydrochloride). Reaction SMILES: [F:1][C:2]1[C:10]2[N:9]=[C:8]([C:11]([N:13]([CH2:35][CH:36]([CH3:38])[CH3:37])[C@H:14]3[CH2:19][C@@H:18]([C:20]([N:22]4[CH2:27][CH2:26][O:25][CH2:24][CH2:23]4)=[O:21])[CH2:17][N:16](C(OC(C)(C)C)=O)[CH2:15]3)=[O:12])[N:7]([CH2:39][CH2:40][CH2:41][CH2:42][O:43][CH3:44])[C:6]=2[CH:5]=[CH:4][CH:3]=1.C(OCC)(=O)C.[ClH:51]>>[ClH:51].[ClH:51].[F:1][C:2]1[C:10]2[N:9]=[C:8]([C:11]([N:13]([CH2:35][CH:36]([CH3:37])[CH3:38])[C@H:14]3[CH2:19][C@@H:18]([C:20]([N:22]4[CH2:27][CH2:26][O:25][CH2:24][CH2:23]4)=[O:21])[CH2:17][NH:16][CH2:15]3)=[O:12])[N:7]([CH2:39][CH2:40][CH2:41][CH2:42][O:43][CH3:44])[C:6]=2[CH:5]=[CH:4][CH:3]=1 |f:1.2,3.4.5|. Reported procedure: tert-Butyl (3S,5R)-3-{{{4-fluoro-1-(4-methoxybutyl)-1H-benzimidazol-2-yl}carbonyl}(2-methylpropyl)amino}-5-(morpholin-4-ylcarbonyl)piperidine-1-carboxylate (75 mg) was dissolved in 3M hydrogen chloride-ethyl acetate (2 ml), and the mixture was stirred at room temperature for 30 min and concentrated to give the object product (67 mg). Starting materials: CCO, OCC1OC(n2cnc3c(Cl)ncnc32)C(O)C1O, NCCC(c1ccccc1)c1ccccc1. Product: OCC1OC(n2cnc3c(NCCC(c4ccccc4)c4ccccc4)ncnc32)C(O)C1O. As a reaction SMILES: [CH3:36][CH2:37][OH:38].[Cl:1][c:2]1[c:3]2[n:4][cH:5][n:6]([CH:11]3[CH:12]([OH:13])[CH:14]([OH:15])[CH:16]([CH2:18][OH:19])[O:17]3)[c:7]2[n:8][cH:9][n:10]1.[c:20]1([CH:26]([CH2:27][CH2:28][NH2:29])[c:30]2[cH:31][cH:32][cH:33][cH:34][cH:35]2)[cH:21][cH:22][cH:23][cH:24][cH:25]1>>[c:2]1([NH:29][CH2:28][CH2:27][CH:26]([c:20]2[cH:21][cH:22][cH:23][cH:24][cH:25]2)[c:30]2[cH:31][cH:32][cH:33][cH:34][cH:35]2)[c:3]2[n:4][cH:5][n:6]([CH:11]3[CH:12]([OH:13])[CH:14]([OH:15])[CH:16]([CH2:18][OH:19])[O:17]3)[c:7]2[n:8][cH:9][n:10]1. Reactants: CO, Cl, [Li+], C1CCOC1, [OH-], O, COC(=O)c1cc(NC(=O)NC2CN(C(=O)c3cccs3)c3ccc(C)cc3N(CC(=O)c3ccccc3C)C2=O)ccc1C. Yields the product Cc1ccc2c(c1)N(CC(=O)c1ccccc1C)C(=O)C(NC(=O)Nc1ccc(C)c(C(=O)O)c1)CN2C(=O)c1cccs1. RXN SMILES: [CH3:55][OH:56].[ClH:49].[Li+:48].[O:50]1[CH2:51][CH2:52][CH2:53][CH2:54]1.[OH-:47].[OH2:46].[c:1]1([CH3:45])[c:2]([C:7](=[O:8])[CH2:9][N:10]2[C:11](=[O:44])[CH:12]([NH:29][C:30](=[O:31])[NH:32][c:33]3[cH:34][c:35]([C:40](=[O:41])[O:42][CH3:43])[c:36]([CH3:39])[cH:37][cH:38]3)[CH2:13][N:14]([C:22]([c:23]3[cH:24][cH:25][cH:26][s:27]3)=[O:28])[c:15]3[c:16]2[cH:17][c:18]([CH3:21])[cH:19][cH:20]3)[cH:3][cH:4][cH:5][cH:6]1>>[c:1]1([CH3:45])[c:2]([C:7](=[O:8])[CH2:9][N:10]2[C:11](=[O:44])[CH:12]([NH:29][C:30](=[O:31])[NH:32][c:33]3[cH:34][c:35]([C:40](=[O:41])[OH:42])[c:36]([CH3:39])[cH:37][cH:38]3)[CH2:13][N:14]([C:22]([c:23]3[cH:24][cH:25][cH:26][s:27]3)=[O:28])[c:15]3[c:16]2[cH:17][c:18]([CH3:21])[cH:19][cH:20]3)[cH:3][cH:4][cH:5][cH:6]1.